Dataset: the Open Reaction Database (ORD), a public repository of structured organic reaction records. Task: describe an organic reaction: reactants, conditions, products, and yield Reaction SMILES: C(OC([N:8]1[CH2:13][CH2:12][N:11]([C:14]2[C:19]([C:20]3[CH:25]=[CH:24][C:23]([O:26][CH2:27][CH3:28])=[CH:22][CH:21]=3)=[N:18][CH:17]=[CH:16][N:15]=2)[CH2:10][CH2:9]1)=O)(C)(C)C.Cl>O1CCOCC1.C(Cl)Cl>[CH2:27]([O:26][C:23]1[CH:24]=[CH:25][C:20]([C:19]2[C:14]([N:11]3[CH2:10][CH2:9][NH:8][CH2:13][CH2:12]3)=[N:15][CH:16]=[CH:17][N:18]=2)=[CH:21][CH:22]=1)[CH3:28]. Solvent: C(Cl)Cl (DCM), O1CCOCC1 (1,4-dioxane). Procedure: Deprotect 3′-(4-ethoxyphenyl)-2,3,5,6-tetrahydro-[1,2′]bipyrazinyl-4-carboxylic acid t-butyl ester (1.80 g, 4.7 mmol) using 4 M HCl in 1,4-dioxane (38 mL) in DCM (100 mL). Concentrate and dissolve the residue in DCM and 10% aqueous sodium carbonate. Separate the layers and extract the aqueous layer with DCM (2×150 mL). Combine the organic layers, wash with saturated aqueous sodium chloride, dry (magnesium sulfate) and concentrate to give the title preparation (1.12 g, 84%). MS (ES): m/z=285 [M+H... Reactants: C(C)(C)(C)OC(=O)N1CCN(CC1)C1=NC=CN=C1C1=CC=C(C=C1)OCC (3′-(4-ethoxyphenyl)-2,3,5,6-tetrahydro-[1,2′]bipyrazinyl-4-carboxylic acid t-butyl ester), Cl (HCl). Product: C(C)OC1=CC=C(C=C1)C=1C(=NC=CN1)N1CCNCC1 (3′-(4-Ethoxyphenyl)-3,4,5,6-tetrahydro-2H-[1,2′]bipyrazine). Conditions: time 29 hour. Solvent: C(C)N(CC)CC (triethylamine), C1CCOC1 (THF), C(C)#N (acetonitrile), O (water). Yields the product C1(=CC=C(C=C1)COC1=CC=C(C(=O)NCCN2CCCC2)C=C1)C1=CC=CC=C1 (4-(4-Biphenylylmethoxy)-N-[2-(pyrrolidin-1-yl)ethyl]benzamide). The yield is 67.4%. As a reaction SMILES: [C:1]1([C:18]2[CH:23]=[CH:22][CH:21]=[CH:20][CH:19]=2)[CH:6]=[CH:5][C:4]([CH2:7][O:8][C:9]2[CH:17]=[CH:16][C:12]([C:13](O)=[O:14])=[CH:11][CH:10]=2)=[CH:3][CH:2]=1.CCN=C=NCCCN(C)C.C1C=CC2N(O)N=NC=2C=1.[NH2:45][CH2:46][CH2:47][N:48]1[CH2:52][CH2:51][CH2:50][CH2:49]1>C1COCC1.O.C(N(CC)CC)C.C(#N)C>[C:1]1([C:18]2[CH:23]=[CH:22][CH:21]=[CH:20][CH:19]=2)[CH:6]=[CH:5][C:4]([CH2:7][O:8][C:9]2[CH:17]=[CH:16][C:12]([C:13]([NH:45][CH2:46][CH2:47][N:48]3[CH2:52][CH2:51][CH2:50][CH2:49]3)=[O:14])=[CH:11][CH:10]=2)=[CH:3][CH:2]=1. Reactants: NCCN1CCCC1 (1-(2-aminoethyl)pyrrolidine), C1(=CC=C(C=C1)COC1=CC=C(C(=O)O)C=C1)C1=CC=CC=C1 (4-(4-biphenylylmethoxy)benzoic acid), CCN=C=NCCCN(C)C (WSC), C=1C=CC2=C(C1)N=NN2O (HOBt). Reported procedure: To a solution of 4-(4-biphenylylmethoxy)benzoic acid (1.005 g) in THF(30 ml)/acetonitrile (30 ml) were added, WSC (0.772 g), HOBt (0.516 g), 1-(2-aminoethyl)pyrrolidine (0.453 g), and triethylamine (1.2 ml). The reaction mixture was stirred at room temperature for 29 hr, diluted with water, and extracted with ethyl acetate. The organic layer was washed with 10% aqueous potassium carbonate and saturated aqueous sodium chloride sequentially, dried, and concentrated. The residue was recrystallized ...